The task is: describe an organic reaction: reactants, conditions, products, and yield. This data is from the Open Reaction Database (ORD), a public repository of structured organic reaction records. The reactants are O=C(CBr)Nc1sc2c(c1C(=O)NCCO)CCCC2, O=C([O-])[O-], Cl, O=Cc1c[nH]nc1C(F)(F)F, [K+], [K+], CN(C)C=O, O. Product: O=Cc1cn(CC(=O)Nc2sc3c(c2C(=O)NCCO)CCCC3)nc1C(F)(F)F. RXN SMILES: [Br:1][CH2:2][C:3](=[O:4])[NH:5][c:6]1[c:7]([C:15](=[O:16])[NH:17][CH2:18][CH2:19][OH:20])[c:8]2[c:9]([s:10]1)[CH2:11][CH2:12][CH2:13][CH2:14]2.[C:21](=[O:22])([O-:23])[O-:24].[ClH:38].[F:27][C:28]([c:29]1[n:30][nH:31][cH:32][c:33]1[CH:34]=[O:35])([F:36])[F:37].[K+:25].[K+:26].[O:39]=[CH:40][N:41]([CH3:42])[CH3:43].[OH2:44]>>[CH2:2]([C:3](=[O:4])[NH:5][c:6]1[c:7]([C:15](=[O:16])[NH:17][CH2:18][CH2:19][OH:20])[c:8]2[c:9]([s:10]1)[CH2:11][CH2:12][CH2:13][CH2:14]2)[n:31]1[n:30][c:29]([C:28]([F:27])([F:36])[F:37])[c:33]([CH:34]=[O:35])[cH:32]1. Reactants: FC(C=1C=C(C=CC1)NC(=O)C=1C=C2C(=NN=C(C2=CC1)I)N(C)C)(F)F (4-dimethylamino-1-iodo-phthalazine-6-carboxylic acid (3-trifluoromethyl-phenyl)-amide), C(#N)[Cu] (CuCN). Solvent: N1=CC=CC=C1 (pyridine). Run at temperature 85 celsius. The product is Hexanes EtOAc, FC(C=1C=C(C=CC1)NC(=O)C=1C=C2C(=NN=C(C2=CC1)C#N)N(C)C)(F)F (1-Cyano-4-dimethylamino-phthalazine-6-carboxylic acid (3-trifluoromethyl-phenyl)-amide). The yield is 56.4%. RXN SMILES: [F:1][C:2]([F:27])([F:26])[C:3]1[CH:4]=[C:5]([NH:9][C:10]([C:12]2[CH:13]=[C:14]3[C:19](=[CH:20][CH:21]=2)[C:18](I)=[N:17][N:16]=[C:15]3[N:23]([CH3:25])[CH3:24])=[O:11])[CH:6]=[CH:7][CH:8]=1.[C:28]([Cu])#[N:29]>N1C=CC=CC=1>[F:1][C:2]([F:27])([F:26])[C:3]1[CH:4]=[C:5]([NH:9][C:10]([C:12]2[CH:13]=[C:14]3[C:19](=[CH:20][CH:21]=2)[C:18]([C:28]#[N:29])=[N:17][N:16]=[C:15]3[N:23]([CH3:25])[CH3:24])=[O:11])[CH:6]=[CH:7][CH:8]=1. Procedure: A mixture of 4-dimethylamino-1-iodo-phthalazine-6-carboxylic acid (3-trifluoromethyl-phenyl)-amide (85 mg, 0.175 mmol), pyridine (3 mL) and CuCN (46 mg, 0.514 mmol) was heated to 85° C. for 2 h and concentrated. Column chromatography (Hexanes/EtOAc) afforded the desired compound (38 mg, 56.7%) as a yellow solid. 1H-NMR (CDCl3) δ: 3.44 (s, 6H), 7.30-7.34 (m, 1H), 7.42 (t, 1H), 8.00-8.04 (m, 2H), 8.07 (d, 1H), 8.66 (dd, 1H), 8.78 (s, 1H), 10.26 (bs, 1H). m/z (M+1) 386.20. Product: [Na+], O=S(=O)([O-])CCCCCCOc1nc(-c2ccccc2)c(-c2ccccc2)n1-c1ccccc1. Reaction SMILES: [CH3:38][CH2:39][OH:40].[Na+:36].[Na+:37].[OH2:41].[S:32](=[O:33])([O-:34])[O-:35].[c:1]1(-[n:7]2[c:8]([O:24][CH2:25][CH2:26][CH2:27][CH2:28][CH2:29][CH2:30][Br:31])[n:9][c:10](-[c:18]3[cH:19][cH:20][cH:21][cH:22][cH:23]3)[c:11]2-[c:12]2[cH:13][cH:14][cH:15][cH:16][cH:17]2)[cH:2][cH:3][cH:4][cH:5][cH:6]1>>[Na+:36].[c:1]1(-[n:7]2[c:8]([O:24][CH2:25][CH2:26][CH2:27][CH2:28][CH2:29][CH2:30][S:32](=[O:33])(=[O:34])[O-:35])[n:9][c:10](-[c:18]3[cH:19][cH:20][cH:21][cH:22][cH:23]3)[c:11]2-[c:12]2[cH:13][cH:14][cH:15][cH:16][cH:17]2)[cH:2][cH:3][cH:4][cH:5][cH:6]1. Starting materials: CCO, [Na+], [Na+], O, O=S([O-])[O-], BrCCCCCCOc1nc(-c2ccccc2)c(-c2ccccc2)n1-c1ccccc1. Starting materials: ClCC(=O)Cl (Chloroacetyl chloride), CC(C)(C)C1=CC=C(C=C1)C=1N=C(SC1C1=CC=NC=C1)N ([4-[4-(1,1-dimethylethyl)phenyl]-5-(4-pyridyl)-1,3-thiazol-2-yl]amine). Run at temperature 60 celsius, time 14 hour. The product is Cl.CC(C)(C)C1=CC=C(C=C1)C=1N=C(SC1C1=CC=NC=C1)NC(CCl)=O (N-[4-[4-(1,1-Dimethylethyl)phenyl]-5-(4-pyridyl)-1,3-thiazol-2-yl]-2-chloroacetamide Hydrochloride). Isolated yield 91.8%. As a reaction SMILES: [Cl:1][CH2:2][C:3](Cl)=[O:4].[CH3:6][C:7]([C:10]1[CH:15]=[CH:14][C:13]([C:16]2[N:17]=[C:18]([NH2:27])[S:19][C:20]=2[C:21]2[CH:26]=[CH:25][N:24]=[CH:23][CH:22]=2)=[CH:12][CH:11]=1)([CH3:9])[CH3:8]>>[ClH:1].[CH3:9][C:7]([C:10]1[CH:15]=[CH:14][C:13]([C:16]2[N:17]=[C:18]([NH:27][C:3](=[O:4])[CH2:2][Cl:1])[S:19][C:20]=2[C:21]2[CH:22]=[CH:23][N:24]=[CH:25][CH:26]=2)=[CH:12][CH:11]=1)([CH3:6])[CH3:8] |f:2.3|. Procedure details: Chloroacetyl chloride (0.55 g, 4.85 mmol) was added to a solution of [4-[4-(1,1-dimethylethyl)phenyl]-5-(4-pyridyl)-1,3-thiazol-2-yl]amine (1.0 g, 3.23 mmol) in N,N-dimethylacetaminde (10 mL) and the mixture was stirred at 60° C. for 14 hours. The solvent was concentrated under reduced pressure and the resultant residue was washed with ether and dried. The crude crystals obtained was recrystallized from ethanol to obtain the title compound (0.94 g, yield 69%). Starting materials: C1(=CC=CC=C1)C(C1=CC=CC=C1)(C1=CC=CC=C1)NC1[C@@H]2N(C(C(S2)(C)C)C2=NN=NN2CC2=CC=CO2)C1=O (6-(triphenylmethylamino)-2,2-dimethyl-3-(1-furfuryltetrazol-5-yl)penam), O.C1(=CC=C(C=C1)S(=O)(=O)O)C (p-toluenesulfonic acid monohydrate). Run in CC(=O)C (acetone). Conditions: time 30 minute. The product is NC1[C@@H]2N(C(C(S2)(C)C)C2=NN=NN2CC2=CC=CO2)C1=O (6-Amino-2,2-dimethyl-3-(1-furfuryltetrazol-5-yl)penam), CC=1C=CC(=CC1)S(=O)(=O)O (p-toluenesulfonate). Reaction SMILES: C1(C([NH:20][CH:21]2[C:40](=[O:41])[N:23]3[CH:24]([C:29]4[N:33]([CH2:34][C:35]5[O:39][CH:38]=[CH:37][CH:36]=5)[N:32]=[N:31][N:30]=4)[C:25]([CH3:28])([CH3:27])[S:26][C@H:22]23)(C2C=CC=CC=2)C2C=CC=CC=2)C=CC=CC=1.O.[C:43]1([CH3:53])[CH:48]=[CH:47][C:46]([S:49]([OH:52])(=[O:51])=[O:50])=[CH:45][CH:44]=1>CC(C)=O>[NH2:20][CH:21]1[C:40](=[O:41])[N:23]2[CH:24]([C:29]3[N:33]([CH2:34][C:35]4[O:39][CH:38]=[CH:37][CH:36]=4)[N:32]=[N:31][N:30]=3)[C:25]([CH3:28])([CH3:27])[S:26][C@H:22]12.[CH3:53][C:43]1[CH:48]=[CH:47][C:46]([S:49]([OH:52])(=[O:51])=[O:50])=[CH:45][CH:44]=1 |f:1.2|. Procedure details: To a stirred solution of 0.422 g. (0.75 mmole) of 6-(triphenylmethylamino)-2,2-dimethyl-3-(1-furfuryltetrazol-5-yl)penam in 1 ml. of acetone at ambient temperature, is added 0.142 g. (0.75 mmole) of p-toluenesulfonic acid monohydrate. Stirring is continued for 30 minutes, and then the solvent is removed by evaporation in vacuo. This affords the title compound as its p-toluenesulfonate salt. IR (Nujol mull): 1780 cm-1 (β-lactam). NMR (DMSO-d6): 7.20 ppm (q, 4H), 6.40 ppm (m, 2H), 5.90 ppm (s, 2H)... Reactants: CC1=CC=CC=2SC=C(C21)CN2C(NC1=C2C=CC=C1)=O (1-(4-methyl-benzo[b]thiophen-3-ylmethyl)-1,3-dihydro-benzimidazol-2-one), C(C=C)(=O)OC (methyl acrylate), [OH-].C(C1=CC=CC=C1)[N+](C)(C)C (benzyltrimethyl ammonium hydroxide), CO (MeOH), [NH4+].[Cl-] (NH4Cl). Run in CN(C)C=O (DMF), O (water). Conditions: time 3 hour. Yields the product COC(CCN1C(N(C2=C1C=CC=C2)CC=2C1=C(SC2)C=CC=C1C)=O)=O (3-[3-(4-Methyl-benzo[b]thiophen-3-ylmethyl)-2-oxo-2,3-dihydro-benzimidazol-1-yl]-propionic acid methyl ester). Isolated yield 83.0%. Reaction SMILES: [CH3:1][C:2]1[C:10]2[C:9]([CH2:11][N:12]3[C:16]4[CH:17]=[CH:18][CH:19]=[CH:20][C:15]=4[NH:14][C:13]3=[O:21])=[CH:8][S:7][C:6]=2[CH:5]=[CH:4][CH:3]=1.[C:22]([O:26][CH3:27])(=[O:25])[CH:23]=[CH2:24].[OH-].C([N+](C)(C)C)C1C=CC=CC=1.CO.[NH4+].[Cl-]>CN(C=O)C.O>[CH3:27][O:26][C:22](=[O:25])[CH2:23][CH2:24][N:14]1[C:15]2[CH:20]=[CH:19][CH:18]=[CH:17][C:16]=2[N:12]([CH2:11][C:9]2[C:10]3[C:2]([CH3:1])=[CH:3][CH:4]=[CH:5][C:6]=3[S:7][CH:8]=2)[C:13]1=[O:21] |f:2.3,5.6|. Reported procedure: To a solution of 1-(4-methyl-benzo[b]thiophen-3-ylmethyl)-1,3-dihydro-benzimidazol-2-one (560 mg, 1.9 mmol) in DMF (9.0 mL) are added methyl acrylate (0.19 mL, 2.1 mmol) and 40% benzyltrimethyl ammonium hydroxide in MeOH (0.09 mL, 0.19 mmol). The resulting mixture is stirred at room temperature for 3 hr. Then Sat. NH4Cl (5 mL) and water (50 mL) are added and the mixture is extracted with EtOAc (3×50 mL). The organic layers are combined, washed with water (3×75 mL), dried over MgSO4 and concentra... Starting materials: C(CC(C)CCC=C(C)C)Cl (citronellyl chloride), Cl (hydrochloric acid), CCCCC (Pentane), O (water), CCCCC (pentane), O (water). Run in C(C)(=O)O (acetic acid). Reaction conditions: time 4 hour. Yields the product ClCCC(CCCC(C)(C)Cl)C (1,7-Dichloro-3,7-dimethyloctane). As a reaction SMILES: [CH2:1]([Cl:11])[CH2:2][CH:3]([CH2:5][CH2:6][CH:7]=[C:8]([CH3:10])[CH3:9])[CH3:4].CCCCC.O.[ClH:18]>C(O)(=O)C>[Cl:11][CH2:1][CH2:2][CH:3]([CH3:4])[CH2:5][CH2:6][CH2:7][C:8]([Cl:18])([CH3:10])[CH3:9]. Procedure: Into a well stirred solution of citronellyl chloride (8-chloro-2,6-dimethyl-2-octene; 26.1 g, 0.15 mol) in glacial acetic acid (600 ml), hydrochloric acid gas is passed for 4 hours at room temperature. Pentane (300 ml) and water (150 ml) are then added, the mixture stirred and transferred to a separatory funnel with additional pentane and water. The layers are separated, and the pentane layer is washed with several portions of water followed by saturated sodium bicarbonate solution. The pentane ... Reactants: BrC1=CC=C(C=C1)CBr (1-bromo-4-(bromomethyl)benzene), C([O-])([O-])=O.[K+].[K+] (potassium carbonate), N1CCSCC1 (thiomorpholine). The solvent is C1CCOC1 (THF). Reaction conditions: time 20 hour. Product: BrC1=CC=C(C=C1)CN1CCSCC1 (4-(4-Bromophenylmethyl)thiomorpholine). RXN SMILES: [Br:1][C:2]1[CH:7]=[CH:6][C:5]([CH2:8]Br)=[CH:4][CH:3]=1.C(=O)([O-])[O-].[K+].[K+].[NH:16]1[CH2:21][CH2:20][S:19][CH2:18][CH2:17]1>C1COCC1>[Br:1][C:2]1[CH:7]=[CH:6][C:5]([CH2:8][N:16]2[CH2:21][CH2:20][S:19][CH2:18][CH2:17]2)=[CH:4][CH:3]=1 |f:1.2.3|. Procedure details: A solution of 1-bromo-4-(bromomethyl)benzene (760 mg) in dry THF (10 ml) containing potassium carbonate (386 mg) was treated dropwise with thiomorpholine (0.36 ml, 369 mg). The resulting mixture was stirred at room temperature under nitrogen for 20 h before filtering and concentrating in vacuo to give impure title compound which was purified by FCC eluting with dichloromethane to give the title compound as a crystalline white solid (634 mg). m.p. 74°-75° C. Starting materials: O=C1CCO1, O=Cc1ccc(O)c(Cl)c1Cl, [Na+], [OH-]. Yields the product O=Cc1ccc(OCCC(=O)O)c(Cl)c1Cl. Reaction SMILES: [C:12]1(=[O:16])[CH2:13][CH2:14][O:15]1.[Cl:1][c:2]1[c:3]([CH:4]=[O:5])[cH:6][cH:7][c:8]([OH:11])[c:9]1[Cl:10].[Na+:18].[OH-:17]>>[Cl:1][c:2]1[c:3]([CH:4]=[O:5])[cH:6][cH:7][c:8]([O:11][CH2:14][CH2:13][C:12](=[O:15])[OH:16])[c:9]1[Cl:10]. Reaction SMILES: [CH2:1]([C:3]1[CH:4]=[C:5]([CH2:11][C@@H:12]([NH:16][C:17]([N:19]2[CH2:24][CH2:23][CH:22]([N:25]3[CH2:31][CH2:30][C:29]4[CH:32]=[CH:33][CH:34]=[CH:35][C:28]=4[NH:27][C:26]3=[O:36])[CH2:21][CH2:20]2)=[O:18])[C:13](O)=[O:14])[CH:6]=[CH:7][C:8]=1[CH2:9][CH3:10])[CH3:2].[NH:37]1[CH2:42][CH2:41][CH:40]([N:43]2[CH2:48][CH2:47][N:46]([C:49](=[O:51])[CH3:50])[CH2:45][CH2:44]2)[CH2:39][CH2:38]1>>[C:49]([N:46]1[CH2:45][CH2:44][N:43]([CH:40]2[CH2:39][CH2:38][N:37]([C:13](=[O:14])[C@H:12]([NH:16][C:17]([N:19]3[CH2:20][CH2:21][CH:22]([N:25]4[CH2:31][CH2:30][C:29]5[CH:32]=[CH:33][CH:34]=[CH:35][C:28]=5[NH:27][C:26]4=[O:36])[CH2:23][CH2:24]3)=[O:18])[CH2:11][C:5]3[CH:6]=[CH:7][C:8]([CH2:9][CH3:10])=[C:3]([CH2:1][CH3:2])[CH:4]=3)[CH2:42][CH2:41]2)[CH2:48][CH2:47]1)(=[O:51])[CH3:50]. The product is C(C)(=O)N1CCN(CC1)C1CCN(CC1)C([C@@H](CC1=CC(=C(C=C1)CC)CC)NC(=O)N1CCC(CC1)N1C(NC2=C(CC1)C=CC=C2)=O)=O (4-(2-oxo-1,2,4,5-tetrahydro-1,3-benzodiazepin-3-yl)-piperidine-1-carboxylic acid-[(R)-2-[4-(4-acetyl-piperazin-1-yl)-piperidin-1-yl]-1-(3,4-diethyl-benzyl)-2-oxo-ethyl]-amide). Reactants: C(C)C=1C=C(C=CC1CC)C[C@H](C(=O)O)NC(=O)N1CCC(CC1)N1C(NC2=C(CC1)C=CC=C2)=O ((R)-3-(3,4-diethyl-phenyl)-2-{[4-(2-oxo-1,2,4,5-tetrahydro-1,3-benzodiazepin-3-yl)-piperidine-1-carbonyl]-amino}-propionic acid), N1CCC(CC1)N1CCN(CC1)C(C)=O (1-(4-piperidin-4-yl-piperazin-1-yl)-ethanone). Reported procedure: Prepared analogously to Example 9i) from 400 mg (0.81 mmol) (R)-3-(3,4-diethyl-phenyl)-2-{[4-(2-oxo-1,2,4,5-tetrahydro-1,3-benzodiazepin-3-yl)-piperidine-1-carbonyl]-amino}-propionic acid and 230 mg (1.09 mmol) 1-(4-piperidin-4-yl-piperazin-1-yl)-ethanone.